From a dataset of the Open Reaction Database (ORD), a public repository of structured organic reaction records. describe an organic reaction: reactants, conditions, products, and yield Starting materials: ClC=1C=CC(=C(C=O)C1)O (5-chloro-2-hydroxy-benzaldehyde), N1C=NC=C1 (imidazole), C(C)(C)(C)[Si](Cl)(C)C (tert-butyl-dimethyl-chloro-silane), C(Cl)Cl (methylene chloride), N1C=NC=C1 (imidazole), C([O-])(O)=O.[Na+] (sodium bicarbonate). Run at time 5 hour. Yields the product ClC1=CC(=C(C=O)C=C1)O[Si](C)(C)C(C)(C)C (4-chloro-2-tert-butyl-dimethylsilanyloxy-benzaldehyde). Reaction SMILES: Cl[C:2]1[CH:3]=[CH:4][C:5]([OH:10])=[C:6]([CH:9]=1)[CH:7]=[O:8].N1C=CN=C1.[C:16]([Si:20]([CH3:23])([CH3:22])Cl)([CH3:19])([CH3:18])[CH3:17].C(=O)(O)[O-].[Na+].C(Cl)[Cl:30]>>[Cl:30][C:3]1[CH:2]=[CH:9][C:6]([CH:7]=[O:8])=[C:5]([O:10][Si:20]([C:16]([CH3:19])([CH3:18])[CH3:17])([CH3:23])[CH3:22])[CH:4]=1 |f:3.4|. Procedure details: To a stirred solution of 5-chloro-2-hydroxy-benzaldehyde (Aldrich, 7.83 g, 50 mmol) in methylene chloride (150 mL) were added imidazole (Aldrich, 3.72 g, 54.6 mmol) and tert-butyl-dimethyl-chloro-silane (Aldrich, 7.84 g, 52 mmol). The mixture was stirred at room temperature for 5 hrs. A second portion of imidazole (1.2 g) was added and mixture was stirred for 1 hr. The mixture was then poured into saturated sodium bicarbonate solution (150 mL). The organic layer was separated and the aqueous lay... Reactants: C1(=CC=CC=C1)C1CN(CCN1)CC1=CC=C(C=C1)C1=C(C=CC=C1)Cl (3-phenyl-1-(2′-chloro-biphenyl-4-ylmethyl)-piperazine), C(C)(=O)O[BH-](OC(C)=O)OC(C)=O.[Na+] (sodium triacetoxyborohydride), C(C)(=O)O (acetic acid). Solvent: ClC(C)Cl (dichloroethane), CC(=O)C (acetone), ClCCl (dichloromethane). Reaction conditions: time 8 hour. The product is C(C)(C)N1C(CN(CC1)CC1=CC=C(C=C1)C1=C(C=CC=C1)Cl)C1=CC=CC=C1 (1-Isopropyl-2-phenyl-4-(2′chloro-biphenyl-4-ylmethyl)-piperazine). As a reaction SMILES: [C:1]1([CH:7]2[NH:12][CH2:11][CH2:10][N:9]([CH2:13][C:14]3[CH:19]=[CH:18][C:17]([C:20]4[CH:25]=[CH:24][CH:23]=[CH:22][C:21]=4[Cl:26])=[CH:16][CH:15]=3)[CH2:8]2)[CH:6]=[CH:5][CH:4]=[CH:3][CH:2]=1.C(O[BH-](O[C:37](=O)[CH3:38])OC(=O)C)(=O)C.[Na+].[C:41](O)(=O)C>ClC(Cl)C.CC(C)=O.ClCCl>[CH:37]([N:12]1[CH2:11][CH2:10][N:9]([CH2:13][C:14]2[CH:19]=[CH:18][C:17]([C:20]3[CH:25]=[CH:24][CH:23]=[CH:22][C:21]=3[Cl:26])=[CH:16][CH:15]=2)[CH2:8][CH:7]1[C:1]1[CH:2]=[CH:3][CH:4]=[CH:5][CH:6]=1)([CH3:38])[CH3:41] |f:1.2|. Procedure: This compound could be made the following manner: 100 mg of 3-phenyl-1-(2′-chloro-biphenyl-4-ylmethyl)-piperazine would be dissolved in a 2:1 mixture of dichloroethane and acetone, 2 equiv. of sodium triacetoxyborohydride would be added followed by 30 μL of acetic acid. The reaction would be stirred at room temperature under nitrogen overnight. The reaction would be diluted with 5 mL of dichloromethane. The reaction mixture would be washed with 1M aqueous sodium hydroxide solution and brine, the... Reactants: OC1=C(C=C(C=C1CN(CC)CC)C)N1N=C2C(=N1)C=CC=C2 (2-(2-Hydroxy-3-diethylaminomethyl-5-methylphenyl)-2H-benzotriazole), OC1=C(C(=O)C2=CC=CC=C2)C=CC(=C1)OCCCCCCCC (2-hydroxy-4-n-octyloxybenzophenone), CC=1C=CC(=CC1)C(C)C (p-cymene), C[O-].[Na+] (sodium methoxide). The product is N=1N(N=C2C1C=CC=C2)C2=C(C(=CC(=C2)C)CC2=C(C(=CC=C2OCCCCCCCC)C(C2=CC=CC=C2)=O)O)O (2-(Benzotriazol-2-yl)-4-methyl-6-(2-hydroxy-3-benzoyl-6-n-octyloxybenzyl)phenol). Yield: 33.1%. Reaction SMILES: [OH:1][C:2]1[C:7]([CH2:8]N(CC)CC)=[CH:6][C:5]([CH3:14])=[CH:4][C:3]=1[N:15]1[N:19]=[C:18]2[CH:20]=[CH:21][CH:22]=[CH:23][C:17]2=[N:16]1.[OH:24][C:25]1[CH:38]=[C:37]([O:39][CH2:40][CH2:41][CH2:42][CH2:43][CH2:44][CH2:45][CH2:46][CH3:47])[CH:36]=[CH:35][C:26]=1[C:27]([C:29]1[CH:34]=[CH:33][CH:32]=[CH:31][CH:30]=1)=[O:28].CC1C=CC(C(C)C)=CC=1.C[O-].[Na+]>>[N:16]1[N:15]([C:3]2[CH:4]=[C:5]([CH3:14])[CH:6]=[C:7]([CH2:8][C:38]3[C:37]([O:39][CH2:40][CH2:41][CH2:42][CH2:43][CH2:44][CH2:45][CH2:46][CH3:47])=[CH:36][CH:35]=[C:26]([C:27](=[O:28])[C:29]4[CH:34]=[CH:33][CH:32]=[CH:31][CH:30]=4)[C:25]=3[OH:24])[C:2]=2[OH:1])[N:19]=[C:18]2[CH:20]=[CH:21][CH:22]=[CH:23][C:17]=12 |f:3.4|. Procedure: 2-(2-Hydroxy-3-diethylaminomethyl-5-methylphenyl)-2H-benzotriazole (21.0 g, 0.067 mol), 2-hydroxy-4-n-octyloxybenzophenone (22.0 g, 0.067 mol), and p-cymene (80 g) are charged to a reaction flask. The mixture is heated to dissolve, and sodium methoxide (1.0 g, 25% in methanol) is added as catalyst. The solution is heated with agitation under a nitrogen flow at reflux (176°-178° C.) for 24 hours. After cooling to room temperature, the solution is filtered, and the black filtered solid (~1 g) is d... Reactants: CCOCC, CC(=O)O, Cc1ccc(S(=O)(=O)N(C)c2ccc(F)cc2)cc1, O, O=[N+]([O-])O. The product is Cc1ccc(S(=O)(=O)N(C)c2ccc(F)cc2[N+](=O)[O-])cc1. As a reaction SMILES: [CH3:25][CH2:26][O:27][CH2:28][CH3:29].[CH3:30][C:31](=[O:32])[OH:33].[F:1][c:2]1[cH:3][cH:4][c:5]([N:6]([S:7](=[O:8])(=[O:9])[c:10]2[cH:11][cH:12][c:13]([CH3:16])[cH:14][cH:15]2)[CH3:17])[cH:18][cH:19]1.[OH2:24].[OH:20][N+:21]([O-:22])=[O:23]>>[F:1][c:2]1[cH:3][c:4]([N+:21](=[O:20])[O-:22])[c:5]([N:6]([S:7](=[O:8])(=[O:9])[c:10]2[cH:11][cH:12][c:13]([CH3:16])[cH:14][cH:15]2)[CH3:17])[cH:18][cH:19]1. The reactants are Cl.Cl.Cl.N1C=NC(=C1)CN1CC(N(CC2=C1C=CC(=C2)C=2C=NC=CC2)C(C(F)(F)F)=O)CC2=CC=CC=C2 (2,3,4,5-Tetrahydro-1-(1H-imidazol-4-ylmethyl)-3-(phenylmethyl)-7-(3-pyridinyl)-4-(trifluoroacetyl)-1H-1,4-benzodiazepine, trihydrochloride), C(=O)(O)[O-].[Na+] (NaHCO3), FC1=CC=C(C=C1)S(=O)(=O)Cl (4-fluorobenzenesulfonyl chloride), [OH-].[Na+] (NaOH), [NH4+].[OH-] (NH4OH), CO (methanol). The solvent is C(Cl)Cl (methylene chloride). Reaction conditions: time 18 hour. Yields the product Cl.N1C=NC(=C1)CN1C[C@H](N(CC2=C1C=CC(=C2)C#N)S(=O)(=O)C)CC2=CC=CC=C2 ((R)-2,3,4,5-Tetrahydro-1-(1H-imidazol-4-ylmethyl)-4-(methylsulfonyl)-3-(phenylmethyl)-1H-1,4-benzodiazepine-7-carbonitrile, monohydrochloride). The yield is 50.0%. RXN SMILES: Cl.Cl.Cl.[NH:4]1[CH:8]=[C:7]([CH2:9][N:10]2[C:16]3[CH:17]=[CH:18][C:19](C4C=NC=CC=4)=[CH:20][C:15]=3[CH2:14][N:13](C(=O)C(F)(F)F)[CH:12]([CH2:33][C:34]3[CH:39]=[CH:38][CH:37]=[CH:36][CH:35]=3)[CH2:11]2)[N:6]=[CH:5]1.C([O-])(O)=O.[Na+].FC1C=C[C:49]([S:52]([Cl:55])(=[O:54])=[O:53])=CC=1.[OH-].[Na+].[NH4+:58].[OH-].[CH3:60]O>C(Cl)Cl>[ClH:55].[NH:4]1[CH:8]=[C:7]([CH2:9][N:10]2[C:16]3[CH:17]=[CH:18][C:19]([C:60]#[N:58])=[CH:20][C:15]=3[CH2:14][N:13]([S:52]([CH3:49])(=[O:54])=[O:53])[C@H:12]([CH2:33][C:34]3[CH:35]=[CH:36][CH:37]=[CH:38][CH:39]=3)[CH2:11]2)[N:6]=[CH:5]1 |f:0.1.2.3,4.5,7.8,9.10,13.14|. Procedure: To a stirred solution of Compound B (150 mg, 0.6 mmol) in methylene chloride with saturated NaHCO3 solution was added 4-fluorobenzenesulfonyl chloride (300 mg, 1.55 mmol). The mixture was stirred at room temperature for 18 h and diluted with 30 methanol. 10N NaOH was added and the mixture was stirred for 2 h. Concentrated NH4OH was added and the mixture was stirred for 18 h and concentrated in vacuo. The residue was partitioned between ethyl acetate and saturated NaHCO3. The organic layer was se... Reactants: Cc1c(Cc2ccc(B3OC(C)(C)C(C)(C)O3)cc2)c(OC(F)F)nc2c(Cl)ccc(OCC(=O)OC(C)(C)C)c12, CC(C)c1ncc[nH]1. Product: Cc1c(Cc2ccc(-n3ccnc3C(C)C)cc2)c(OC(F)F)nc2c(Cl)ccc(OCC(=O)OC(C)(C)C)c12. Reaction SMILES: [C:1]([CH3:2])([CH3:3])([CH3:4])[O:5][C:6]([CH2:7][O:8][c:9]1[c:10]2[c:11]([CH3:40])[c:12]([CH2:24][c:25]3[cH:26][cH:27][c:28]([B:31]4[O:32][C:33]([CH3:34])([CH3:35])[C:36]([CH3:37])([CH3:38])[O:39]4)[cH:29][cH:30]3)[c:13]([O:20][CH:21]([F:22])[F:23])[n:14][c:15]2[c:16]([Cl:19])[cH:17][cH:18]1)=[O:41].[CH:42]([CH3:43])([CH3:44])[c:45]1[nH:46][cH:47][cH:48][n:49]1>>[C:1]([CH3:2])([CH3:3])([CH3:4])[O:5][C:6]([CH2:7][O:8][c:9]1[c:10]2[c:11]([CH3:40])[c:12]([CH2:24][c:25]3[cH:26][cH:27][c:28](-[n:46]4[c:45]([CH:42]([CH3:43])[CH3:44])[n:49][cH:48][cH:47]4)[cH:29][cH:30]3)[c:13]([O:20][CH:21]([F:22])[F:23])[n:14][c:15]2[c:16]([Cl:19])[cH:17][cH:18]1)=[O:41].